From a dataset of the Open Reaction Database (ORD), a public repository of structured organic reaction records. describe an organic reaction: reactants, conditions, products, and yield Reactants: C=CCBr, O=[N+]([O-])c1cc(CO)cc([N+](=O)[O-])c1, [Na+], C1CCOC1, [OH-], O. Yields the product C=CCOCc1cc([N+](=O)[O-])cc([N+](=O)[O-])c1. Reaction SMILES: [CH2:15]([CH:16]=[CH2:17])[Br:18].[N+:1](=[O:2])([O-:3])[c:4]1[cH:5][c:6]([CH2:7][OH:8])[cH:9][c:10]([N+:12](=[O:13])[O-:14])[cH:11]1.[Na+:20].[O:21]1[CH2:22][CH2:23][CH2:24][CH2:25]1.[OH-:19].[OH2:26]>>[N+:1](=[O:2])([O-:3])[c:4]1[cH:5][c:6]([CH2:7][O:8][CH2:17][CH:16]=[CH2:15])[cH:9][c:10]([N+:12](=[O:13])[O-:14])[cH:11]1.